From a dataset of the Open Reaction Database (ORD), a public repository of structured organic reaction records. describe an organic reaction: reactants, conditions, products, and yield RXN SMILES: [H-].[Na+].[C:3]([O:6][C:7]1[C:12]([C:13]([CH3:16])([CH3:15])[CH3:14])=[CH:11][C:10]([OH:17])=[C:9]([CH3:18])[C:8]=1[C:19]([CH3:22])([CH3:21])[CH3:20])(=[O:5])[CH3:4].[CH2:23](Br)[CH2:24][CH3:25].[Cl-].[NH4+]>CN(C)C=O>[C:3]([O:6][C:7]1[C:12]([C:13]([CH3:14])([CH3:15])[CH3:16])=[CH:11][C:10]([O:17][CH2:23][CH2:24][CH3:25])=[C:9]([CH3:18])[C:8]=1[C:19]([CH3:22])([CH3:21])[CH3:20])(=[O:5])[CH3:4] |f:0.1,4.5|. Starting materials: C(C)(=O)OC1=C(C(=C(C=C1C(C)(C)C)O)C)C(C)(C)C (4-acetoxy-3,5-di-tert-butyl-2-methylphenol), [H-].[Na+] (Sodium hydride), [Cl-].[NH4+] (ammonium chloride), C(CC)Br (propyl bromide). Run at time 20 minute. Solvent: CN(C=O)C (N,N-dimethylformamide), CN(C=O)C (N,N-di-methylformamide). Product: C(C)(=O)OC1=C(C(=C(C=C1C(C)(C)C)OCCC)C)C(C)(C)C (1-acetoxy-2,6-di-tert-butyl-3-methyl-4-propyloxybenzene). Reported procedure: Sodium hydride (100 mg) was suspended in N,N-di-methylformamide (5 ml) and a solution of 4-acetoxy-3,5-di-tert-butyl-2-methylphenol (0.5 g) in N,N-dimethylformamide (5 ml) was added dropwise to the suspension at 0° C. After stirring for 20 min, propyl bromide (0.2 ml) was added and the mixture was stirred for an additional 2 h. The reaction mixture was then poured into a saturated aqueous solution of ammonium chloride and extracted with diethyl ether. The extract was washed with water and satura...